This data is from the Open Reaction Database (ORD), a public repository of structured organic reaction records. The task is: describe an organic reaction: reactants, conditions, products, and yield Starting materials: C(C1=CC=CC=C1)Br (benzyl bromide), N(CCC(=O)N[C@@H]([C@@H](C)CC)C(=O)N[C@@H](C)C(=O)N[C@@H](CC(C)C)C(=O)O)C(=O)OCC1C2=CC=CC=C2C2=CC=CC=C12 (Fmoc-β-Ala-Ile-Ala-Leu), CN(C)C=O (DMF), C([O-])([O-])=O.[Cs+].[Cs+] (cesium carbonate), tetrapeptide. Run in O (water). Yields the product N(CCC(=O)N[C@@H]([C@@H](C)CC)C(=O)N[C@@H](C)C(=O)N[C@@H](CC(C)C)C(=O)OCC1=CC=CC=C1)C(=O)OCC1C2=CC=CC=C2C2=CC=CC=C12 (Fmoc-βAla-Ile-Ala-Leu-OBn). As a reaction SMILES: [NH:1]([C:28]([O:30][CH2:31][CH:32]1[C:44]2[C:39](=[CH:40][CH:41]=[CH:42][CH:43]=2)[C:38]2[C:33]1=[CH:34][CH:35]=[CH:36][CH:37]=2)=[O:29])[CH2:2][CH2:3][C:4]([NH:6][C@H:7]([C:12]([NH:14][C@H:15]([C:17]([NH:19][C@H:20]([C:25]([OH:27])=[O:26])[CH2:21][CH:22]([CH3:24])[CH3:23])=[O:18])[CH3:16])=[O:13])[C@H:8]([CH2:10][CH3:11])[CH3:9])=[O:5].CN(C=O)C.[CH2:50](Br)[C:51]1[CH:56]=[CH:55][CH:54]=[CH:53][CH:52]=1.C(=O)([O-])[O-].[Cs+].[Cs+]>O>[NH:1]([C:28]([O:30][CH2:31][CH:32]1[C:33]2[C:38](=[CH:37][CH:36]=[CH:35][CH:34]=2)[C:39]2[C:44]1=[CH:43][CH:42]=[CH:41][CH:40]=2)=[O:29])[CH2:2][CH2:3][C:4]([NH:6][C@H:7]([C:12]([NH:14][C@H:15]([C:17]([NH:19][C@H:20]([C:25]([O:27][CH2:50][C:51]1[CH:56]=[CH:55][CH:54]=[CH:53][CH:52]=1)=[O:26])[CH2:21][CH:22]([CH3:23])[CH3:24])=[O:18])[CH3:16])=[O:13])[C@H:8]([CH2:10][CH3:11])[CH3:9])=[O:5] |f:3.4.5|. Procedure details: The Fmoc-β-Ala-Ile-Ala-Leu SEQ ID NO: 117 (24.34 g, 0.04 .mol) is added into a round bottom flask with DMF (350 μL) and a magnetic stirrer. After the tetrapeptide is dissolved, benzyl bromide (4.76 mL, 0.04 mol), followed by cesium carbonate (13.04 g, 0.04 mol), is added to the solution with stirring. The reaction mixture is stirred at room temperature for 1.5 hrs. Then the reaction mixture is slowly poured into a flask with 450 mL of iced water. A large amount of white solid precipitates out wh... Reactants: S(O)(O)(=O)=O (sulfuric acid), I(=O)(=O)O (iodic acid), C(CC)[C@@H]1CC[C@H](CC1)CC[C@@H]1CC[C@H](CC1)C1=CC=CC=C1 ((trans-4-(2-(trans-4-n-propylcyclohexyl)ethyl)cyclohexyl)benzene), II (iodine). The solvent is O (water), C(C)(=O)O (acetic acid), C(Cl)(Cl)(Cl)Cl (carbon tetrachloride). Product: C(CC)[C@@H]1CC[C@H](CC1)CC[C@@H]1CC[C@H](CC1)C1=CC=C(C=C1)I (4-(trans-4-(2-(trans-4-n-propylcyclohexyl)ethyl)cyclohexyl)iodobenzene). The yield is 21.2%. Reaction SMILES: S(=O)(=O)(O)O.[CH2:6]([C@H:9]1[CH2:14][CH2:13][C@H:12]([CH2:15][CH2:16][C@H:17]2[CH2:22][CH2:21][C@H:20]([C:23]3[CH:28]=[CH:27][CH:26]=[CH:25][CH:24]=3)[CH2:19][CH2:18]2)[CH2:11][CH2:10]1)[CH2:7][CH3:8].II.[I:31](O)(=O)=O>O.C(Cl)(Cl)(Cl)Cl.C(O)(=O)C>[CH2:6]([C@H:9]1[CH2:14][CH2:13][C@H:12]([CH2:15][CH2:16][C@H:17]2[CH2:22][CH2:21][C@H:20]([C:23]3[CH:24]=[CH:25][C:26]([I:31])=[CH:27][CH:28]=3)[CH2:19][CH2:18]2)[CH2:11][CH2:10]1)[CH2:7][CH3:8]. Reported procedure: To a mixed solution comprising 500 ml of acetic acid, 50 ml of carbon tetrachloride, 50 ml of concentrated sulfuric acid, and 100 ml of water were added 58.5 g of the (trans-4-(2-(trans-4-n-propylcyclohexyl)ethyl)cyclohexyl)benzene mentioned above, 22.1 g of iodine, and 18.4 g of iodic acid, and the mixture was stirred under a reflux for 2 hours. After cooled, the mixture was washed with a saturated aqueous solution of sodium thiosulfate. Organic layer was washed with water and dried over anhydr... The reactants are Cl.Cl.ClC1=CC=C(CN2CCN(CC2)CCCS)C=C1 (3-[4-(4-chlorobenzyl)piperazine-1-yl]propanethiol dihydrochloride), [OH-].[Na+] (sodium hydroxide), O (water), ClCCN1CCN(CC1)CC1=CC=C(C=C1)Cl (1-(2-chloroethyl)-4-(4-chlorobenzyl)piperazine). Run in C(C)O (ethanol), C(C)O (ethanol). Product: Cl.Cl.Cl.Cl.ClC1=CC=C(CN2CCN(CC2)CCSCCCN2CCN(CC2)CC2=CC=C(C=C2)Cl)C=C1 ({2-[4-(4-chlorobenzyl)piperazin-1-yl)ethyl}{3-[4-(4-chlorobenzyl)piperazin-1-yl]propyl}sulfide tetrahydrochloride). Yield: 96.5%. As a reaction SMILES: [ClH:1].Cl.[Cl:3][C:4]1[CH:20]=[CH:19][C:7]([CH2:8][N:9]2[CH2:14][CH2:13][N:12]([CH2:15][CH2:16][CH2:17][SH:18])[CH2:11][CH2:10]2)=[CH:6][CH:5]=1.[OH-].[Na+].O.[Cl:24][CH2:25][CH2:26][N:27]1[CH2:32][CH2:31][N:30]([CH2:33][C:34]2[CH:39]=[CH:38][C:37]([Cl:40])=[CH:36][CH:35]=2)[CH2:29][CH2:28]1>C(O)C>[ClH:3].[ClH:24].[ClH:1].[ClH:3].[Cl:40][C:37]1[CH:38]=[CH:39][C:34]([CH2:33][N:30]2[CH2:31][CH2:32][N:27]([CH2:26][CH2:25][S:18][CH2:17][CH2:16][CH2:15][N:12]3[CH2:11][CH2:10][N:9]([CH2:8][C:7]4[CH:19]=[CH:20][C:4]([Cl:3])=[CH:5][CH:6]=4)[CH2:14][CH2:13]3)[CH2:28][CH2:29]2)=[CH:35][CH:36]=1 |f:0.1.2,3.4,8.9.10.11.12|. Procedure details: A mixture of 3-[4-(4-chlorobenzyl)piperazine-1-yl]propanethiol dihydrochloride (2 g), sodium hydroxide (0.3 g), water (10 ml), and ethanol (100 ml) is refluxed for 15 minutes, and then a solution of 1-(2-chloroethyl)-4-(4-chlorobenzyl)piperazine (1.9 g) in ethanol (20 ml) is added. The resulting mixture is refluxed for 2 hours and the ethanol is removed in vacuo. Water is added to the residue and the product is extracted with methylene chloride, dried (magnesium sulfate), and concentrated. The r... The reactants are CC=C(C)C, O, C=CCO. Product: C=CCOC(C)(C)CC. RXN SMILES: [CH3:1][C:2]([CH3:3])=[CH:4][CH3:5].[OH2:10].[OH:6][CH2:7][CH:8]=[CH2:9]>>[CH3:1][C:2]([CH3:3])([CH2:4][CH3:5])[O:6][CH2:7][CH:8]=[CH2:9]. Starting materials: O (water), ClC1=NC=C(C(=N1)Cl)NCC(C)(OC1OCCCC1)C (2,4-dichloro-N-(2-methyl-2-(tetrahydro-2H-pyran-2-yloxy)propyl)pyrimidin-5-amine), Cl.N1C(COCC1)C(=O)O (morpholine-3-carboxylic acid hydrochloride), C(C)(C)N(CC)C(C)C (diisopropylethylamine). The solvent is CS(=O)C (DMSO). Reaction conditions: temperature 95 celsius, time 4 hour. The product is N1=CN=CC=2NC(C3N(C12)CCOC3)=O (6a,7,9,10-tetrahydro-[1,4]oxazino[3,4-h]pteridin-6(5H)-one). Yield: 24.6%. Reaction SMILES: Cl[C:2]1[N:7]=[C:6](Cl)[C:5]([NH:9]CC(C)(OC2CCCCO2)C)=[CH:4][N:3]=1.Cl.[NH:22]1[CH2:27][CH2:26][O:25][CH2:24][CH:23]1[C:28]([OH:30])=O.C(N(C(C)C)CC)(C)C.O>CS(C)=O>[N:3]1[C:4]2[N:22]3[CH2:27][CH2:26][O:25][CH2:24][CH:23]3[C:28](=[O:30])[NH:9][C:5]=2[CH:6]=[N:7][CH:2]=1 |f:1.2|. Procedure: To a mixture of 2,4-dichloro-N-(2-methyl-2-(tetrahydro-2H-pyran-2-yloxy)propyl)pyrimidin-5-amine (315 mg, 0.982 mmol) and morpholine-3-carboxylic acid hydrochloride (247 mg, 1.47 mmol) in DMSO (6 ml) was added diisopropylethylamine (0.686 ml, 3.93 mmol), and the reaction mixture was stirred at 95° C. for 4 hours. The reaction mixture was poured into water and extracted with EtOAc. The organic layers were dried over Na2SO4, filtered and concentrated in vacuo to give a crude oil. The crude residue... Starting materials: OC1(C(=CC(CC1(C)C)=O)C)C#C\C(=C/C(=O)OCC)\C(F)(F)F (Ethyl (2E)-5-(1-hydroxy-2,6,6-trimethyl-4-oxocyclohex-2-en-1-yl)-3-(trifluoromethyl)pent-2-en-4-ynoate), Cl.CON (O-methylhydroxylamine hydrochloride), C(C)(=O)[O-].[Na+] (sodium acetate). The solvent is C(C)O (ethanol), O (water). Reaction conditions: temperature 60 celsius, time 4 hour. Product: OC1(C(=CC(CC1(C)C)=NOC)C)C#C\C(=C/C(=O)OCC)\C(F)(F)F (ethyl (2E)-5-[1-hydroxy-4-(methoxyimino)-2,6,6-trimethylcyclohex-2-en-1-yl]-3-(trifluoromethyl)pent-2-en-4-ynoate). Yield: 63.0%. Reaction SMILES: [OH:1][C:2]1([C:12]#[C:13]/[C:14](/[C:21]([F:24])([F:23])[F:22])=[CH:15]\[C:16]([O:18][CH2:19][CH3:20])=[O:17])[C:7]([CH3:9])([CH3:8])[CH2:6][C:5](=O)[CH:4]=[C:3]1[CH3:11].Cl.[CH3:26][O:27][NH2:28].C([O-])(=O)C.[Na+]>C(O)C.O>[OH:1][C:2]1([C:12]#[C:13]/[C:14](/[C:21]([F:24])([F:22])[F:23])=[CH:15]\[C:16]([O:18][CH2:19][CH3:20])=[O:17])[C:7]([CH3:8])([CH3:9])[CH2:6][C:5](=[N:28][O:27][CH3:26])[CH:4]=[C:3]1[CH3:11] |f:1.2,3.4|. Procedure: Ethyl (2E)-5-(1-hydroxy-2,6,6-trimethyl-4-oxocyclohex-2-en-1-yl)-3-(trifluoromethyl)pent-2-en-4-ynoate (60 mg, 0.17 mmol), O-methylhydroxylamine hydrochloride (17 mg, 0.21 mmol) and sodium acetate (30 mg, 0.37 mmol) were dissolved in a 1:1 mixture of ethanol and water (4 ml) and then stirred at a temperature of 60° C. for 4 h. After cooling to room temperature, ethanol was removed under reduced pressure and the aqueous phase was extracted repeatedly with dichloromethane. The combined organic pha... Starting materials: O1C2=C(OCC1)C=C(C=C2)C(C)NC2=NC=CC(=N2)N2C(OC[C@@H]2C(C)C)=O ((4S)-3-(2-(1-(2,3-dihydrobenzo[b][1,4]dioxin-6-yl)ethylamino)pyrimidin-4-yl)-4-isopropyloxazolidin-2-one), CC(C)O (iPrOH). The solvent is C(=O)=O (CO2). The product is O1C2=C(OCC1)C=C(C=C2)[C@@H](C)NC2=NC=CC(=N2)N2C(OC[C@@H]2C(C)C)=O ((S)-3-(2-((R)-1-(2,3-dihydrobenzo[b][1,4]dioxin-6-yl)ethylamino)pyrimidin-4-yl)-4-isopropyloxazolidin-2-one), O1C2=C(OCC1)C=C(C=C2)[C@H](C)NC2=NC=CC(=N2)N2C(OC[C@@H]2C(C)C)=O ((S)-3-(2-((S)-1-(2,3-dihydrobenzo[b][1,4]dioxin-6-yl)ethylamino)pyrimidin-4-yl)-4-isopropyloxazolidin-2-one). As a reaction SMILES: [O:1]1[CH2:6][CH2:5][O:4][C:3]2[CH:7]=[C:8]([CH:11]([NH:13][C:14]3[N:19]=[C:18]([N:20]4[C@@H:24]([CH:25]([CH3:27])[CH3:26])[CH2:23][O:22][C:21]4=[O:28])[CH:17]=[CH:16][N:15]=3)[CH3:12])[CH:9]=[CH:10][C:2]1=2.CC(O)C>C(=O)=O>[O:1]1[CH2:6][CH2:5][O:4][C:3]2[CH:7]=[C:8]([C@H:11]([NH:13][C:14]3[N:19]=[C:18]([N:20]4[C@@H:24]([CH:25]([CH3:27])[CH3:26])[CH2:23][O:22][C:21]4=[O:28])[CH:17]=[CH:16][N:15]=3)[CH3:12])[CH:9]=[CH:10][C:2]1=2.[O:1]1[CH2:6][CH2:5][O:4][C:3]2[CH:7]=[C:8]([C@@H:11]([NH:13][C:14]3[N:19]=[C:18]([N:20]4[C@@H:24]([CH:25]([CH3:27])[CH3:26])[CH2:23][O:22][C:21]4=[O:28])[CH:17]=[CH:16][N:15]=3)[CH3:12])[CH:9]=[CH:10][C:2]1=2. Reported procedure: (4S)-3-(2-(1-(2,3-dihydrobenzo[b][1,4]dioxin-6-yl)ethylamino)pyrimidin-4-yl)-4-isopropyloxazolidin-2-one (example 130, 52 mg) was resolved on a column (IA 4.6×100 mm) using 40% iPrOH in CO2 to give (S)-3-(2-((R)-1-(2,3-dihydrobenzo[b][1,4]dioxin-6-yl)ethylamino)pyrimidin-4-yl)-4-isopropyloxazolidin-2-one and (S)-3-(2-((S)-1-(2,3-dihydrobenzo[b][1,4]dioxin-6-yl)ethylamino)pyrimidin-4-yl)-4-isopropyloxazolidin-2-one.